From a dataset of the Open Reaction Database (ORD), a public repository of structured organic reaction records. describe an organic reaction: reactants, conditions, products, and yield Procedure details: 5-nitro-N-(1-methylethyl)-1H-benzimidazol-2-amine (1.1 g) was coupled to 1,2,3-tri-O-acetyl-5-deoxy-D-ribofuranose according to General Procedure II. The crude product was purified by flash chromatography (1:1 ethyl acetate/hexanes) to yield the title compound (0.420 g) as a mixture of 5,6 regioisomers. MS (AP): m/z 443 (M+Na). Yields the product [N+](=O)([O-])C1=CC2=C(N(C(=N2)NC(C)C)[C@H]2[C@H](OC(C)=O)[C@H](OC(C)=O)[C@H](O2)C)C=C1 (5-Nitro-1-(2,3-di-O-acetyl-5-deoxy-beta-D-ribofuranosyl)-N-(1-methylethyl)-1H-benzimidazol-2-amine). Reactants: [N+](=O)([O-])C1=CC2=C(NC(=N2)NC(C)C)C=C1 (5-nitro-N-(1-methylethyl)-1H-benzimidazol-2-amine), C(C)(=O)OC1[C@H](OC(C)=O)[C@H](OC(C)=O)[C@H](O1)C (1,2,3-tri-O-acetyl-5-deoxy-D-ribofuranose). As a reaction SMILES: [N+:1]([C:4]1[CH:16]=[CH:15][C:7]2[NH:8][C:9]([NH:11][CH:12]([CH3:14])[CH3:13])=[N:10][C:6]=2[CH:5]=1)([O-:3])=[O:2].C(O[CH:21]1[O:33][C@H:32]([CH3:34])[C@@H:27]([O:28][C:29](=[O:31])[CH3:30])[C@H:22]1[O:23][C:24](=[O:26])[CH3:25])(=O)C>>[N+:1]([C:4]1[CH:16]=[CH:15][C:7]2[N:8]([C@@H:21]3[O:33][C@H:32]([CH3:34])[C@@H:27]([O:28][C:29](=[O:31])[CH3:30])[C@H:22]3[O:23][C:24](=[O:26])[CH3:25])[C:9]([NH:11][CH:12]([CH3:14])[CH3:13])=[N:10][C:6]=2[CH:5]=1)([O-:3])=[O:2]. As a reaction SMILES: [N:1]1[CH:6]=[CH:5][C:4]([C:7]2[C:8]([C:16]3[CH:17]=[C:18]([NH2:22])[CH:19]=[CH:20][CH:21]=3)=[N:9][N:10]3[CH2:15][CH2:14][CH2:13][S:12][C:11]=23)=[CH:3][CH:2]=1.[F:23][C:24]([F:36])([F:35])[C:25]1[CH:30]=[CH:29][C:28]([CH2:31][C:32](O)=[O:33])=[CH:27][CH:26]=1.CCN(C(C)C)C(C)C.CN(C(ON1N=NC2C=CC=CC1=2)=[N+](C)C)C.[B-](F)(F)(F)F.C([O-])(O)=O.[Na+]>ClCCl>[N:1]1[CH:6]=[CH:5][C:4]([C:7]2[C:8]([C:16]3[CH:17]=[C:18]([NH:22][C:32](=[O:33])[CH2:31][C:28]4[CH:27]=[CH:26][C:25]([C:24]([F:35])([F:23])[F:36])=[CH:30][CH:29]=4)[CH:19]=[CH:20][CH:21]=3)=[N:9][N:10]3[CH2:15][CH2:14][CH2:13][S:12][C:11]=23)=[CH:3][CH:2]=1 |f:3.4,5.6|. The solvent is ClCCl (dichloromethane). Reactants: N1=CC=C(C=C1)C=1C(=NN2C1SCCC2)C=2C=C(C=CC2)N (3-(3-pyridin-4-yl-6,7-dihydro-5H-pyrazolo[5,1-b][1,3]thiazin-2-yl)-phenylamine), CCN(C(C)C)C(C)C (DIPEA), CN(C)C(=[N+](C)C)ON1C2=C(C=CC=C2)N=N1.[B-](F)(F)(F)F (TBTU), FC(C1=CC=C(C=C1)CC(=O)O)(F)F ((4-trifluoromethyl-phenyl)-acetic acid), C(=O)(O)[O-].[Na+] (NaHCO3). Yields the product N1=CC=C(C=C1)C=1C(=NN2C1SCCC2)C=2C=C(C=CC2)NC(CC2=CC=C(C=C2)C(F)(F)F)=O (N-[3-(3-pyridin-4-yl-6,7-dihydro-5H-pyrazolo[5,1-b][1,3]thiazin-2-yl)-phenyl]-2-(4-trifluoromethyl-phenyl)-acetamide), solid. Run at time 3 hour. Procedure details: To a solution of 3-(3-pyridin-4-yl-6,7-dihydro-5H-pyrazolo[5,1-b][1,3]thiazin-2-yl)-phenylamine (prepared as described in Example 3) (100 mg, 0.324 mmol) in dichloromethane (8 mL), were added in the following order: (4-trifluoromethyl-phenyl)-acetic acid (132 mg, 0.648 mmol), DIPEA (125 mg, 166 uL, 0.972 mmol) and TBTU (312 mg, 0.972 mmol). The reaction mixture was stirred at room temperature for 3 hours. Then it was poured into a solution of saturated NaHCO3, the phases separated, and the organ... The yield is 72.0%. Reactants: ClC1=C(C=CC(=C1)Cl)C(O)(C=1N(C=CN1)COC)C1=CC=C(C=C1)F (α-(2,4-dichlorophenyl)-α-(p-fluorophenyl)-1-(methoxymethyl)imidazole-2-methanol), C(C)(=O)O (acetic acid), Cl (hydrochloric acid). Run in O (water). Yields the product ClC1=C(C=CC(=C1)Cl)C(O)(C=1NC=CN1)C1=CC=C(C=C1)F (α-(2,4-Dichlorophenyl)-α-(p-fluorophenyl)imidazole-2-methanol). As a reaction SMILES: [Cl:1][C:2]1[CH:7]=[C:6]([Cl:8])[CH:5]=[CH:4][C:3]=1[C:9]([C:19]1[CH:24]=[CH:23][C:22]([F:25])=[CH:21][CH:20]=1)([C:11]1[N:12](COC)[CH:13]=[CH:14][N:15]=1)[OH:10].C(O)(=O)C.Cl>O>[Cl:1][C:2]1[CH:7]=[C:6]([Cl:8])[CH:5]=[CH:4][C:3]=1[C:9]([C:19]1[CH:24]=[CH:23][C:22]([F:25])=[CH:21][CH:20]=1)([C:11]1[NH:15][CH:14]=[CH:13][N:12]=1)[OH:10]. Procedure: A solution of 12 g (0.031 mol) of α-(2,4-dichlorophenyl)-α-(p-fluorophenyl)-1-(methoxymethyl)imidazole-2-methanol, 150 ml. of glacial acetic acid, 15 ml. of concentrated hydrochloric acid and 15 ml. of water was refluxed for 5 hours. The dark brown solution was concentrated and water was added to the residue. The mixture was then made alkaline by addition of ammonia and extracted with diethyl ether. The organic phase was separated off, decolorized with active charcoal, dried over sodium sulphate... The reactants are [H-].[Na+] (Sodium hydride), [N+](=O)([O-])C1=CC=C(C=C1)N1CCNCC1 (N-(4-nitrophenyl)piperazine), CI (methyl iodide). Solvent: CN(C=O)C (dimethylformamide). Conditions: time 30 minute. Yields the product CN1CCN(CC1)C1=CC=C(C=C1)[N+](=O)[O-] (1-methyl-4-(4-nitrophenyl)piperazine). The yield is 90.4%. Reaction SMILES: [N+:1]([C:4]1[CH:9]=[CH:8][C:7]([N:10]2[CH2:15][CH2:14][NH:13][CH2:12][CH2:11]2)=[CH:6][CH:5]=1)([O-:3])=[O:2].[H-].[Na+].[CH3:18]I>CN(C)C=O>[CH3:18][N:13]1[CH2:14][CH2:15][N:10]([C:7]2[CH:6]=[CH:5][C:4]([N+:1]([O-:3])=[O:2])=[CH:9][CH:8]=2)[CH2:11][CH2:12]1 |f:1.2|. Procedure: 1.04 g (5.0 mmol) of N-(4-nitrophenyl)piperazine was dissolved in 5 ml of dimethylformamide. Sodium hydride (0.24 g, 6.0 mmol) was added to the reaction mixture in three portions under nitrogen atmosphere and cooling over a period of 10 min. After 30 min of stirring, 0.31 ml (6.0 mmol) of methyl iodide was added dropwise to the reaction mixture at 0° C. Stirring was continued for 1 h at room temperature, the reaction mixture was then evaporated to dryness, and purified by silica gel chromatograp...